From a dataset of the Open Reaction Database (ORD), a public repository of structured organic reaction records. describe an organic reaction: reactants, conditions, products, and yield Procedure details: 12 g of anhydrous acetic acid are dissolved in 150 ml of absolute benzene and 14.8 g of sulfuryl diisocyanate (prepared in accordance with German Pat. No. 940,351) are added dropwise within 20 minutes at ambient temperature, accompanied by stirring. The temperature rises from 21° to 39° C. and CO2 evolution as well as a precipitation of a colorless precipitate occur. The reaction mixture is heated by means of an oil bath to 60° C. accompanied by stirring until the evolution of the gas is at an e... Yields the product C(C)(=O)NS(=O)(=O)NC(C)=O (N,N'-diacetyl-sulfamide). The reactants are C(C)(=O)O (acetic acid), C1=CC=CC=C1 (benzene), S(=O)(=O)(N=C=O)N=C=O (sulfuryl diisocyanate). As a reaction SMILES: [C:1]([OH:4])(=O)[CH3:2].[S:5]([N:11]=C=O)([N:8]=[C:9]=[O:10])(=[O:7])=[O:6].[CH:14]1C=CC=CC=1>>[C:9]([NH:8][S:5]([NH:11][C:1](=[O:4])[CH3:2])(=[O:7])=[O:6])(=[O:10])[CH3:14]. Conditions: temperature 60 celsius, time 2 hour. The reactants are C[Mg]Cl (methyl magnesium chloride), C(C\C=C/CCCC)[Mg]Cl (cis-3-octenyl magnesium chloride), O1CCCC1 (tetrahydrofuran), BrCCCCCCC#C (8-bromo-1-octyne), copper (I) iodide CuI, O1CCCC1 (tetrahydrofuran). Run at temperature 60 celsius, time 1 hour. Product: CC(C#CCCCCCCCC\C=C/CCCC)O (cis-13-Octadecen-3-yn-2-ol). As a reaction SMILES: [CH3:1][Mg]Cl.Br[CH2:5][CH2:6][CH2:7][CH2:8][CH2:9][CH2:10][C:11]#[CH:12].[CH2:13]([Mg]Cl)[CH2:14]/[CH:15]=[CH:16]\[CH2:17]CCC.[O:23]1[CH2:27][CH2:26][CH2:25][CH2:24]1>>[CH3:1][CH:24]([OH:23])[C:25]#[C:26][CH2:27][CH2:12][CH2:11][CH2:10][CH2:9][CH2:8][CH2:7][CH2:6]/[CH:5]=[CH:13]\[CH2:14][CH2:15][CH2:16][CH3:17]. Reported procedure: cis-13-Octadecen-3-yn-2-ol was synthesized in the following manner. Thus, a Grignard mixture containing 1.0 mole of methyl magnesium chloride dissolved in 300 ml of tetrahydrofuran was added dropwise into 153 g (0.81 mole) of 8-bromo-1-octyne kept at 50° to 55° C. and the reaction mixture was agitated for 1 hour at 60° C. followed by the addition of 2 g of copper (I) iodide CuI. Thereafter, a second Grignard mixture containing 1.0 mole of cis-3-octenyl magnesium chloride dissolved in 300 ml of t... Reactants: C(C1=CC=CC=C1)N (Benzylamine), OC1=C(C(=O)O)C(=CC=C1)O (2,6-dihydroxybenzoic acid). The solvent is CO (methanol). Run at time 8 hour. Product: OC1=C(C(=O)[O-])C(=CC=C1)O.C(C1=CC=CC=C1)[NH3+] (benzylammonium 2,6-dihydroxybenzoate). RXN SMILES: [CH2:1]([NH2:8])[C:2]1[CH:7]=[CH:6][CH:5]=[CH:4][CH:3]=1.[OH:9][C:10]1[CH:18]=[CH:17][CH:16]=[C:15]([OH:19])[C:11]=1[C:12]([OH:14])=[O:13]>CO>[OH:9][C:10]1[CH:18]=[CH:17][CH:16]=[C:15]([OH:19])[C:11]=1[C:12]([O-:14])=[O:13].[CH2:1]([NH3+:8])[C:2]1[CH:7]=[CH:6][CH:5]=[CH:4][CH:3]=1 |f:3.4|. Procedure: Benzylamine (1.07 g; 10 mmol) was added dropwise to a solution of 2,6-dihydroxybenzoic acid (1.54 g; 10 mmol) in methanol (10 cm3). The mixture was left to stand at 20° C. overnight which resulted in the formation of pale pink crystals. The product was collected by filtration and recrystallized from water to produce white crystals. Found: C, 63.8%; H, 5.9%; N, 5.1%. Calculated for C14H15NO4 : C, 64.30%; H, 5.74%; N, 5.36%. M.pt. 182°-184° C. The reactants are CC=1C=C(C=CC1)NNC(=O)N (2-(3-methylphenyl)hydrazinecarboxamide), BrCC(=O)OC (methyl bromoacetate). Run in C1(=CC=CC=C1)C (toluene). Yields the product NC(=O)NN(C1=CC(=CC=C1)C)CC(=O)OC (Methyl [2-(aminocarbonyl)-1-(3-methylphenyl)hydrazino]acetate). RXN SMILES: [CH3:1][C:2]1[CH:3]=[C:4]([NH:8][NH:9][C:10]([NH2:12])=[O:11])[CH:5]=[CH:6][CH:7]=1.Br[CH2:14][C:15]([O:17][CH3:18])=[O:16]>C1(C)C=CC=CC=1>[NH2:12][C:10]([NH:9][N:8]([CH2:14][C:15]([O:17][CH3:18])=[O:16])[C:4]1[CH:5]=[CH:6][CH:7]=[C:2]([CH3:1])[CH:3]=1)=[O:11]. Procedure details: A mixture of 2-(3-methylphenyl)hydrazinecarboxamide (5 g), DEA (10.5 ml) and methyl bromoacetate (4.5 ml) in toluene (100 ml) was heated under reflux for 20 h, and was then partitioned between ethyl acetate (200 ml) and water (200 ml). The organic layer was washed with water (2×100 ml) and saturated brine (100 ml) before being dried and evaporated in vacuo to leave an oil (6.1 g). This was purified by FCC eluting with ethyl acetate to give the title compound (4.4 g) as a solid, m.p. 68°-70° afte... The reactants are N1=C(C=CC=C1)C(=O)OC1CCN2C1=NC=1C2=NC=C(C1)NC(=O)C=1N(C2=CC=C(C=C2C1)C(F)(F)F)CC1=CC(=CC=C1)F (3-[[[1-(3-fluorobenzyl)-5-trifluoromethyl-1H-indol-2-yl]carbonyl]amino]-7,8-dihydro-6H-pyrrolo[2′,1′:2,3]imidazo[4,5-b]pyridin-6-yl pyridine-2-carboxylate), CO (methanol). Reagents/catalysts: C(C)(=O)[O-].[Cu+2].C(C)(=O)[O-] (copper acetate). Solvent: C(Cl)(Cl)Cl (chloroform), ClCCl (dichloromethane), N (ammonia). Conditions: time 7 hour. The product is OC1CCN2C1=NC=1C2=NC=C(C1)NC(=O)C=1N(C2=CC=C(C=C2C1)C(F)(F)F)CC1=CC(=CC=C1)F (N-(6-Hydroxy-7,8-dihydro-6H-pyrrolo[2′,1′:2,3]imidazo[4,5-b]pyridin-3-yl)-5-trifluoromethyl-1-(3-fluorobenzyl)-1H-indole-2-carboxamide). Reaction SMILES: N1C=CC=CC=1C([O:9][CH:10]1[C:14]2=[N:15][C:16]3[C:17](=[N:18][CH:19]=[C:20]([NH:22][C:23]([C:25]4[N:26]([CH2:38][C:39]5[CH:44]=[CH:43][CH:42]=[C:41]([F:45])[CH:40]=5)[C:27]5[C:32]([CH:33]=4)=[CH:31][C:30]([C:34]([F:37])([F:36])[F:35])=[CH:29][CH:28]=5)=[O:24])[CH:21]=3)[N:13]2[CH2:12][CH2:11]1)=O.CO>C(Cl)(Cl)Cl.ClCCl.N.C([O-])(=O)C.[Cu+2].C([O-])(=O)C>[OH:9][CH:10]1[C:14]2=[N:15][C:16]3[C:17](=[N:18][CH:19]=[C:20]([NH:22][C:23]([C:25]4[N:26]([CH2:38][C:39]5[CH:44]=[CH:43][CH:42]=[C:41]([F:45])[CH:40]=5)[C:27]5[C:32]([CH:33]=4)=[CH:31][C:30]([C:34]([F:36])([F:35])[F:37])=[CH:29][CH:28]=5)=[O:24])[CH:21]=3)[N:13]2[CH2:12][CH2:11]1 |f:5.6.7|. Procedure: A solution of 0.065 g (0.07 mmol) of 3-[[[1-(3-fluorobenzyl)-5-trifluoromethyl-1H-indol-2-yl]carbonyl]amino]-7,8-dihydro-6H-pyrrolo[2′,1′:2,3]imidazo[4,5-b]pyridin-6-yl pyridine-2-carboxylate, prepared in Example 8.1, in 10 ml of chloroform is admixed with 0.022 g (0.7 mmol) of methanol and 0.0127 g (0.07 mmol) of copper acetate. After seven hours of stirring at ambient temperature, the reaction mixture is diluted with 10 ml of dichloromethane and 10 ml of aqueous ammonia, with stirring. The org... The reactants are N1CCC2=CC=CC=C12 (indoline), C[O-].[Na+] (sodium methanolate), B(Cl)(Cl)Cl (BCl3), ClC(C#N)(Cl)Cl (trichloroacetonitrile). Solvent: C1(=CC=CC=C1)C (toluene), CO (methanol), CO (methanol), C1(=CC=CC=C1)C (toluene). Run at temperature 55 celsius, time 20 hour. Yields the product C(#N)C=1C=CC=C2CCNC12 (7-cyanoindoline). Isolated yield 59.6%. RXN SMILES: B(Cl)(Cl)Cl.[NH:5]1[C:13]2[C:8](=[CH:9][CH:10]=[CH:11][CH:12]=2)[CH2:7][CH2:6]1.ClC(Cl)(Cl)[C:16]#[N:17].C[O-].[Na+]>C1(C)C=CC=CC=1.CO>[C:16]([C:12]1[CH:11]=[CH:10][CH:9]=[C:8]2[C:13]=1[NH:5][CH2:6][CH2:7]2)#[N:17] |f:3.4|. Reported procedure: 22 g of BCl3 (187.8 mmol) in 120 ml of toluene (dried) was dissolved in a 750 ml round flask at -20°. 15.9 g of indoline (133.4 mmol) in 100 ml of toluene was added within 25 minutes and the temperature rose to 10°. This suspension was refluxed for 1 hour, then 110 ml of toluene was distilled off and the reaction mixture was cooled to 55° C. Then 38.4 g of trichloroacetonitrile (266 mmol) was added within 20 minutes and the resulting red solution was stirred for 20 hours at 60° C. After addition... Reactants: C1CCOC1, CO, CC(C)(C)OC(=O)N1C(=O)C(c2ccc(Cl)c(F)c2)CC1(C)C, O. Product: CC(C)(CC(C(=O)O)c1ccc(Cl)c(F)c1)NC(=O)OC(C)(C)C. RXN SMILES: [CH2:24]1[CH2:27][CH2:26][CH2:25][O:28]1.[CH3:29][OH:30].[Cl:1][c:2]1[c:3]([F:23])[cH:4][c:5]([CH:8]2[CH2:9][C:10]([CH3:21])([CH3:22])[N:11]([C:14](=[O:15])[O:16][C:17]([CH3:18])([CH3:19])[CH3:20])[C:12]2=[O:13])[cH:6][cH:7]1.[OH2:31]>>[Cl:1][c:2]1[c:3]([F:23])[cH:4][c:5]([CH:8]([CH2:9][C:10]([NH:11][C:14](=[O:15])[O:16][C:17]([CH3:18])([CH3:19])[CH3:20])([CH3:21])[CH3:22])[C:12](=[O:13])[OH:28])[cH:6][cH:7]1. The reactants are CC(C)(C)c1ccc(OS(=O)(=O)C(F)(F)F)c(Cl)c1, CC(=O)[O-], CC(=O)[O-], NCCc1cccc(C(F)(F)F)c1, CN(C)C=O, c1ccc(P(CCCP(c2ccccc2)c2ccccc2)c2ccccc2)cc1, [Pd+2]. Product: CC(C)(C)c1ccc(C(=O)NCCc2cccc(C(F)(F)F)c2)c(Cl)c1. Reaction SMILES: [C:1]([CH3:2])([CH3:3])([CH3:4])[c:5]1[cH:6][c:7]([Cl:19])[c:8]([O:11][S:12]([C:13]([F:14])([F:15])[F:16])(=[O:17])=[O:18])[cH:9][cH:10]1.[C:67]([O-:68])(=[O:69])[CH3:70].[C:72]([O-:73])(=[O:74])[CH3:75].[F:20][C:21]([c:22]1[cH:23][c:24]([CH2:28][CH2:29][NH2:30])[cH:25][cH:26][cH:27]1)([F:31])[F:32].[O:62]=[CH:63][N:64]([CH3:65])[CH3:66].[P:33]([CH2:34][CH2:35][CH2:36][P:37]([c:38]1[cH:39][cH:40][cH:41][cH:42][cH:43]1)[c:44]1[cH:45][cH:46][cH:47][cH:48][cH:49]1)([c:50]1[cH:51][cH:52][cH:53][cH:54][cH:55]1)[c:56]1[cH:57][cH:58][cH:59][cH:60][cH:61]1.[Pd+2:71]>>[C:1]([CH3:2])([CH3:3])([CH3:4])[c:5]1[cH:6][c:7]([Cl:19])[c:8]([C:63]([NH:30][CH2:29][CH2:28][c:24]2[cH:23][c:22]([C:21]([F:20])([F:31])[F:32])[cH:27][cH:26][cH:25]2)=[O:62])[cH:9][cH:10]1.